Dataset: the Open Reaction Database (ORD), a public repository of structured organic reaction records. Task: describe an organic reaction: reactants, conditions, products, and yield Starting materials: N (ammonia), C(C)(C)(C)C=1N=C(SC1)C=1OC2=C(C1)C=C(C=C2)OCC2=C(OC(C(=O)O)C)C=CC(=C2)OC (2-{2-{[2-(4-tert-butylthiazol-2-yl)benzofuran-5-yloxy]methyl}-4-methoxyphenoxy}propanoic acid), ON1N=NC2=C1C=CC=C2 (1-hydroxybenzotriazole), Cl.C(C)N=C=NCCCN(C)C (1-ethyl-3-(3'-dimethylaminopropyl)carbodiimide hydrochloride), CN(C=O)C (dimethylformamide). Yields the product C(C)(C)(C)C=1N=C(SC1)C=1OC2=C(C1)C=C(C=C2)OCC2=C(OC(C(=O)N)C)C(=CC=C2)OC (2-{2-{[2-(4-tert-butylthiazol-2-yl)benzofuran-5-yloxy]methyl}-6-methoxyphenoxy}propionamide). RXN SMILES: [C:1]([C:5]1[N:6]=[C:7]([C:10]2[O:11][C:12]3[CH:18]=[CH:17][C:16]([O:19][CH2:20][C:21]4[CH:32]=[C:31]([O:33][CH3:34])[CH:30]=[CH:29][C:22]=4OC(C)C(O)=O)=[CH:15][C:13]=3[CH:14]=2)[S:8][CH:9]=1)([CH3:4])([CH3:3])[CH3:2].[OH:35]N1C2C=CC=CC=2N=N1.Cl.C(N=C=NC[CH2:52][CH2:53]N(C)C)C.N.C[N:59](C)[CH:60]=[O:61]>O>[C:1]([C:5]1[N:6]=[C:7]([C:10]2[O:11][C:12]3[CH:18]=[CH:17][C:16]([O:19][CH2:20][C:21]4[CH:22]=[CH:29][CH:30]=[C:31]([O:33][CH3:34])[C:32]=4[O:35][CH:52]([CH3:53])[C:60]([NH2:59])=[O:61])=[CH:15][C:13]=3[CH:14]=2)[S:8][CH:9]=1)([CH3:2])([CH3:4])[CH3:3] |f:2.3|. Solvent: O (water). Procedure details: To a solution of 2-{2-{[2-(4-tert-butylthiazol-2-yl)benzofuran-5-yloxy]methyl}-4-methoxyphenoxy}propanoic acid (1.57 g) and 1-hydroxybenzotriazole (0.439 g) in dimethylformamide (20 ml) was added 1-ethyl-3-(3'-dimethylaminopropyl)carbodiimide hydrochloride (0.63 g) at room temperature. The solution was stirred for an hour at the same temperature and was ice-cooled. Then concentrated solution of ammonia (1.1 ml) was added into the solution and the resulting mixture was stirred further for an hour...